From a dataset of the Open Reaction Database (ORD), a public repository of structured organic reaction records. describe an organic reaction: reactants, conditions, products, and yield Starting materials: FC(C(O)C1CCCCC1)(F)F (2,2,2-trifluoro-1-cyclohexylethanol), O (water), Cl[O-].[Na+] (sodium hypochlorite). The reagents and catalysts are S(=O)(=O)(O)[O-].C(CCC)[N+](CCCC)(CCCC)CCCC (tetrabutylammonium hydrogen sulfate). Run in C(Cl)Cl (methylene chloride). Yields the product C1(CCCCC1)C(=O)C(F)(F)F (Trifluoromethyl cyclohexyl ketone). As a reaction SMILES: [F:1][C:2]([F:12])([F:11])[CH:3]([CH:5]1[CH2:10][CH2:9][CH2:8][CH2:7][CH2:6]1)[OH:4].Cl[O-].[Na+].O>S([O-])(O)(=O)=O.C([N+](CCCC)(CCCC)CCCC)CCC.C(Cl)Cl>[CH:5]1([C:3]([C:2]([F:1])([F:11])[F:12])=[O:4])[CH2:6][CH2:7][CH2:8][CH2:9][CH2:10]1 |f:1.2,4.5|. Procedure details: 10.67 g (0.059 mol) of 2,2,2-trifluoro-1-cyclohexylethanol and 0.98 g (0.003 mol) of tetrabutylammonium hydrogen sulfate are dissolved in 250 ml of methylene chloride at room temperature. 37 ml (0.069 mol) of an approximately 12% strength sodium hypochlorite solution are metered in within 20 minutes with vigorous stirring and the mixture is stirred for a further 4 hours during which the reaction temperature rises to 30° C. The reaction mixture is added to 200 ml of water, the phases are separate...